From a dataset of the Open Reaction Database (ORD), a public repository of structured organic reaction records. describe an organic reaction: reactants, conditions, products, and yield The reactants are Cc1c(N2CC3CN(Cc4ccccc4)CC3C2)nn2c(-c3ccnc(NC(=O)OC(C)(C)C)c3)c(-c3ccc(F)cc3)nc2c1C, ClCCl, N, O, O=C(O)C(F)(F)F. Yields the product Cc1c(N2CC3CN(Cc4ccccc4)CC3C2)nn2c(-c3ccnc(N)c3)c(-c3ccc(F)cc3)nc2c1C. As a reaction SMILES: [CH2:1]([c:2]1[cH:3][cH:4][cH:5][cH:6][cH:7]1)[N:8]1[CH2:9][CH:10]2[CH:11]([CH2:12]1)[CH2:13][N:14]([c:16]1[c:17]([CH3:47])[c:18]([CH3:46])[c:19]3[n:20]([n:21]1)[c:22](-[c:32]1[cH:33][c:34]([NH:38][C:39](=[O:40])[O:41][C:42]([CH3:43])([CH3:44])[CH3:45])[n:35][cH:36][cH:37]1)[c:23](-[c:25]1[cH:26][cH:27][c:28]([F:31])[cH:29][cH:30]1)[n:24]3)[CH2:15]2.[Cl:57][CH2:58][Cl:59].[NH3:56].[OH2:55].[OH:48][C:49]([C:50]([F:51])([F:52])[F:53])=[O:54]>>[CH2:1]([c:2]1[cH:3][cH:4][cH:5][cH:6][cH:7]1)[N:8]1[CH2:9][CH:10]2[CH:11]([CH2:12]1)[CH2:13][N:14]([c:16]1[c:17]([CH3:47])[c:18]([CH3:46])[c:19]3[n:20]([n:21]1)[c:22](-[c:32]1[cH:33][c:34]([NH2:38])[n:35][cH:36][cH:37]1)[c:23](-[c:25]1[cH:26][cH:27][c:28]([F:31])[cH:29][cH:30]1)[n:24]3)[CH2:15]2. Reactants: C(C1=CC=CC=C1)OC(=O)N1CCC(CC1)C(=O)Cl (1-benzyloxycarbonylpiperidine-4-carboxylic acid chloride), COC1=C(CN)C=CC=C1 (2-methoxybenzylamine). The product is COC1=C(CNC(=O)C2CCNCC2)C=CC=C1 (4-(N-2-methoxybenzylcarbamoyl)piperidine). RXN SMILES: C(OC([N:11]1[CH2:16][CH2:15][CH:14]([C:17](Cl)=[O:18])[CH2:13][CH2:12]1)=O)C1C=CC=CC=1.[CH3:20][O:21][C:22]1[CH:29]=[CH:28][CH:27]=[CH:26][C:23]=1[CH2:24][NH2:25]>>[CH3:20][O:21][C:22]1[CH:29]=[CH:28][CH:27]=[CH:26][C:23]=1[CH2:24][NH:25][C:17]([CH:14]1[CH2:13][CH2:12][NH:11][CH2:16][CH2:15]1)=[O:18]. Procedure: The above compound was prepared similarly to Preparation C starting from 1-benzyloxycarbonylpiperidine-4-carboxylic acid chloride and 2-methoxybenzylamine and had an m.p. of 139°-140°.